From a dataset of the Open Reaction Database (ORD), a public repository of structured organic reaction records. describe an organic reaction: reactants, conditions, products, and yield The reactants are ClC1=NC=CC=C1[N+](=O)[O-] (2-chloro-3-nitropyridine), C(NN)(=O)OCC (ethyl carbazate), CCOCC (ether). The solvent is C1(=CC=CC=C1)O (phenol). Yields the product Cl.[N+](=O)([O-])C=1C(=NC=CC1)NNC(=O)OCC (Ethyl 3-(3-Nitro-2-pyridyl)carbazate Hydrochloride). As a reaction SMILES: [Cl:1][C:2]1[C:7]([N+:8]([O-:10])=[O:9])=[CH:6][CH:5]=[CH:4][N:3]=1.[C:11]([O:15][CH2:16][CH3:17])(=[O:14])[NH:12][NH2:13].CCOCC>C1(O)C=CC=CC=1>[ClH:1].[N+:8]([C:7]1[C:2]([NH:13][NH:12][C:11]([O:15][CH2:16][CH3:17])=[O:14])=[N:3][CH:4]=[CH:5][CH:6]=1)([O-:10])=[O:9] |f:4.5|. Procedure details: A 24 g (0.15 mole) portion of 2-chloro-3-nitropyridine in 153 ml of phenol at 45°-50° was treated portionwise with 20.5 g (0.20 mole) of ethyl carbazate, keeping the temperature below 60°, using rapid mechanical stirring. The reaction mixture was heated on a steam bath for 5 hr, cooled to 45 -55°, and poured into 750 ml of anhydrous ether, using rapid hand stirring. A light orange solid was collected, washing with 400 ml of anhydrous ether, m.p. 142°-152° dec. Yield: 34 g (85%). Starting materials: CCN=C=NCCCN(C)C, CN(C)C=O, CCN(C(C)C)C(C)C, O=C(O)CNC(=O)C(Cc1ccccn1)NC(=O)C=Cc1ccc(Cl)cc1, Cl, Cl, Cl, FC(F)(F)CCN1CCNCC1, [Na+], On1nnc2ccccc21, O=C([O-])O. The product is O=C(C=Cc1ccc(Cl)cc1)NC(Cc1ccccn1)C(=O)NCC(=O)N1CCN(CCC(F)(F)F)CC1. As a reaction SMILES: [CH3:53][N:54]([CH3:55])[CH2:56][CH2:57][CH2:58][N:59]=[C:60]=[N:61][CH2:62][CH3:63].[CH3:78][N:79]([CH3:80])[CH:81]=[O:82].[CH:64]([N:65]([CH2:66][CH3:67])[CH:68]([CH3:69])[CH3:70])([CH3:71])[CH3:72].[Cl:1][c:2]1[cH:3][cH:4][c:5]([CH:8]=[CH:9][C:10](=[O:11])[NH:12][CH:13]([C:14](=[O:15])[NH:16][CH2:17][C:18](=[O:19])[OH:20])[CH2:21][c:22]2[n:23][cH:24][cH:25][cH:26][cH:27]2)[cH:6][cH:7]1.[ClH:28].[ClH:29].[ClH:52].[F:30][C:31]([CH2:32][CH2:33][N:34]1[CH2:35][CH2:36][NH:37][CH2:38][CH2:39]1)([F:40])[F:41].[Na+:73].[OH:42][n:43]1[c:44]2[cH:45][cH:46][cH:47][cH:48][c:49]2[n:50][n:51]1.[OH:74][C:75](=[O:76])[O-:77]>>[Cl:1][c:2]1[cH:3][cH:4][c:5]([CH:8]=[CH:9][C:10](=[O:11])[NH:12][CH:13]([C:14](=[O:15])[NH:16][CH2:17][C:18](=[O:20])[N:37]2[CH2:36][CH2:35][N:34]([CH2:33][CH2:32][C:31]([F:30])([F:40])[F:41])[CH2:39][CH2:38]2)[CH2:21][c:22]2[n:23][cH:24][cH:25][cH:26][cH:27]2)[cH:6][cH:7]1.